The task is: describe an organic reaction: reactants, conditions, products, and yield. This data is from the Open Reaction Database (ORD), a public repository of structured organic reaction records. Reaction SMILES: [CH3:1][O-:2].[Na+].[NH2:4][CH:5]1[N:10]=[C:9]([Cl:11])[N:8]=[C:7](F)[N:6]1[O:13][CH:14]([F:16])[F:15]>CO>[NH2:4][CH:5]1[N:10]=[C:9]([Cl:11])[N:8]=[C:7]([O:2][CH3:1])[N:6]1[O:13][CH:14]([F:16])[F:15] |f:0.1|. Reactants: C[O-].[Na+] (sodium methylate), NC1N(C(=NC(=N1)Cl)F)OC(F)F (2-amino-4-chlorodifluoromethoxy-6-fluoro-1,3,5-triazine). Conditions: temperature 0 celsius, time 1 hour. Procedure details: 8.4 g (0.0466 mol) of 30% strength sodium methylate were added over the course of 15 minutes to a stirred mixture of 10 g (0.0466 mol) of 2-amino-4-chlorodifluoromethoxy-6-fluoro-1,3,5-triazine and 100 ml of methanol at 0° C. The mixture was stirred at 0° C. for one hour and then concentrated under reduced pressure, taken up in methylene chloride and extracted with water. Drying and concentration yielded 10.4 g (98.5% of theory) of the title compound of melting point 109°-111° C. The product is NC1N(C(=NC(=N1)Cl)OC)OC(F)F (2-Amino-4-chlorodifluoromethoxy-6-methoxy-1,3,5-triazine). Solvent: CO (methanol). Starting materials: CCNC(=O)Nc1cc(-c2nc(C(F)(F)F)cs2)c(-c2cnc3c(c2)c(=O)c(C(=O)OCC)cn3CCOP(=O)(OCc2ccccc2)OCc2ccccc2)cn1, CCO, [K+], [OH-]. Yields the product CCNC(=O)Nc1cc(-c2nc(C(F)(F)F)cs2)c(-c2cnc3c(c2)c(=O)c(C(=O)O)cn3CCOP(=O)(OCc2ccccc2)OCc2ccccc2)cn1. RXN SMILES: [CH2:1]([c:2]1[cH:3][cH:4][cH:5][cH:6][cH:7]1)[O:8][P:9](=[O:10])([O:11][CH2:12][c:13]1[cH:14][cH:15][cH:16][cH:17][cH:18]1)[O:19][CH2:20][CH2:21][n:22]1[cH:23][c:24]([C:54](=[O:55])[O:56][CH2:57][CH3:58])[c:25](=[O:53])[c:26]2[cH:27][c:28](-[c:32]3[cH:33][n:34][c:35]([NH:47][C:48]([NH:49][CH2:50][CH3:51])=[O:52])[cH:36][c:37]3-[c:38]3[s:39][cH:40][c:41]([C:43]([F:44])([F:45])[F:46])[n:42]3)[cH:29][n:30][c:31]12.[CH3:59][CH2:60][OH:61].[K+:63].[OH-:62]>>[CH2:1]([c:2]1[cH:3][cH:4][cH:5][cH:6][cH:7]1)[O:8][P:9](=[O:10])([O:11][CH2:12][c:13]1[cH:14][cH:15][cH:16][cH:17][cH:18]1)[O:19][CH2:20][CH2:21][n:22]1[cH:23][c:24]([C:54](=[O:55])[OH:56])[c:25](=[O:53])[c:26]2[cH:27][c:28](-[c:32]3[cH:33][n:34][c:35]([NH:47][C:48]([NH:49][CH2:50][CH3:51])=[O:52])[cH:36][c:37]3-[c:38]3[s:39][cH:40][c:41]([C:43]([F:44])([F:45])[F:46])[n:42]3)[cH:29][n:30][c:31]12.